Task: describe an organic reaction: reactants, conditions, products, and yield. Dataset: the Open Reaction Database (ORD), a public repository of structured organic reaction records As a reaction SMILES: [CH3:35][NH:36][CH2:37][c:38]1[cH:39][n:40][cH:41][cH:42][cH:43]1.[CH3:63][N:64]([CH3:65])[CH:66]=[O:67].[CH3:68][CH2:69][O:70][C:71](=[O:72])[CH3:73].[CH:54]([N:55]([CH2:56][CH3:57])[CH:58]([CH3:59])[CH3:60])([CH3:61])[CH3:62].[Cl:1][c:2]1[c:3]([C:29]2=[CH:30][CH2:31][CH2:32][CH2:33][CH2:34]2)[cH:4][c:5]([O:27][CH3:28])[c:6]([C:7](=[O:8])[N:9]2[CH2:10][c:11]3[n:12]([c:20]([C:23](=[O:24])[OH:25])[cH:21][cH:22]3)[CH2:13][c:14]3[c:15]2[cH:16][cH:17][cH:18][cH:19]3)[cH:26]1.[OH:44][n:45]1[c:46]2[cH:47][cH:48][cH:49][cH:50][c:51]2[n:52][n:53]1>>[Cl:1][c:2]1[c:3]([C:29]2=[CH:30][CH2:31][CH2:32][CH2:33][CH2:34]2)[cH:4][c:5]([O:27][CH3:28])[c:6]([C:7](=[O:8])[N:9]2[CH2:10][c:11]3[n:12]([c:20]([C:23](=[O:24])[N:36]([CH3:35])[CH2:37][c:38]4[cH:39][n:40][cH:41][cH:42][cH:43]4)[cH:21][cH:22]3)[CH2:13][c:14]3[c:15]2[cH:16][cH:17][cH:18][cH:19]3)[cH:26]1. Product: COc1cc(C2=CCCCC2)c(Cl)cc1C(=O)N1Cc2ccc(C(=O)N(C)Cc3cccnc3)n2Cc2ccccc21. The reactants are CNCc1cccnc1, CN(C)C=O, CCOC(C)=O, CCN(C(C)C)C(C)C, COc1cc(C2=CCCCC2)c(Cl)cc1C(=O)N1Cc2ccc(C(=O)O)n2Cc2ccccc21, On1nnc2ccccc21. Starting materials: [Cl-].[NH4+] (ammonium chloride), O[C@@H](C)C=1C=CC2=C(C(C=3C(=NC=C(C3)C=3C=NN(C3)C)C=C2)=O)C1 (7-[(1S)-1-hydroxyethyl]-3-(1-methyl-1H-pyrazol-4-yl)-5H-benzo[4,5]cyclohepta[1,2-b]pyridin-5-one), CI (Methyl iodide), [H-].[Na+] (Sodium hydride). The solvent is C(C)(=O)OCC (ethyl acetate), O1CCCC1 (tetrahydrofuran). Reaction conditions: time 2 hour. The product is CO[C@@H](C)C=1C=CC2=C(C(C=3C(=NC=C(C3)C=3C=NN(C3)C)C=C2)=O)C1 (7-[(1S)-1-methoxyethyl]-3-(1-methyl-1H-pyrazol-4-yl)-5H-benzo[4,5]cyclohepta[1,2-b]pyridin-5-one). Reaction SMILES: [OH:1][C@H:2]([C:4]1[CH:5]=[CH:6][C:7]2[CH:23]=[CH:22][C:11]3=[N:12][CH:13]=[C:14]([C:16]4[CH:17]=[N:18][N:19]([CH3:21])[CH:20]=4)[CH:15]=[C:10]3[C:9](=[O:24])[C:8]=2[CH:25]=1)[CH3:3].[H-].[Na+].[CH3:28]I.[Cl-].[NH4+]>O1CCCC1.C(OCC)(=O)C>[CH3:28][O:1][C@H:2]([C:4]1[CH:5]=[CH:6][C:7]2[CH:23]=[CH:22][C:11]3=[N:12][CH:13]=[C:14]([C:16]4[CH:17]=[N:18][N:19]([CH3:21])[CH:20]=4)[CH:15]=[C:10]3[C:9](=[O:24])[C:8]=2[CH:25]=1)[CH3:3] |f:1.2,4.5|. Procedure details: 7-[(1S)-1-hydroxyethyl]-3-(1-methyl-1H-pyrazol-4-yl)-5H-benzo[4,5]cyclohepta[1,2-b]pyridin-5-one (7 mg, 0.02 mmol) was dissolved in 1 mL of tetrahydrofuran. Sodium hydride (10 mg of 60% dispersion in oil) was added and the reaction was stirred at room temperature for 2 hours. Methyl iodide (26 μL, 0.42 mmol) was added and the reaction was stirred an additional 3 hours. The reaction was then poured into a mixture of ethyl acetate and saturated aqueous ammonium chloride. The aqueous layer was extr... Reactants: P(Cl)(Cl)Cl (phosphorus trichloride), [Cl-] (chloride), Cl (hydrochloric acid), C(CC)(=O)Cl (propionyl chloride), CCCCC=1C=CC=CC1 (n-butylbenzene), ice water, C(C(C)C)C1=CC=CC=C1 (isobutylbenzene), C(CC)(=O)O (propionic acid), C(CC)(=O)Cl (propionyl chloride), C(C(C)C)C1=CC=CC=C1 (isobutylbenzene). Solvent: C(Cl)Cl (methylene chloride). Reaction conditions: time 2.25 hour. Yields the product C(C(C)C)C1=CC=C(C=C1)C(CC)=O (p-isobutylpropiophenone). RXN SMILES: P(Cl)(Cl)Cl.[C:5]([OH:9])(=O)[CH2:6][CH3:7].C(Cl)(=O)CC.[Cl-].[CH2:16]([C:20]1[CH:25]=[CH:24][CH:23]=[CH:22][CH:21]=1)[CH:17]([CH3:19])[CH3:18].CCCCC1C=CC=CC=1.Cl>C(Cl)Cl>[CH2:16]([C:20]1[CH:25]=[CH:24][C:23]([C:5](=[O:9])[CH2:6][CH3:7])=[CH:22][CH:21]=1)[CH:17]([CH3:19])[CH3:18]. Procedure: In a 500 ml. 3-necked, round bottomed flask there was placed 25.50 ml. (40.14 g., 0.29 mmole) of phosphorus trichloride and 43.65 ml. (43.34 g., 0.58 mmole) of propionic acid. This mixture was stirred for 2.25 hours under nitrogen atmosphere at room temperature to prepare the propionyl chloride. By NMR propionyl chloride formation was complete in about 1.5 hours. Then 80 ml. of anhydrous methylene chloride was added and the resulting solution was cooled to about -5° C. (an ice-methanol bath). Wh... The reactants are N#Cc1ccc2c(c1)C(Br)(Br)C(=O)N2, CC(=O)O. Yields the product N#Cc1ccc2c(c1)CC(=O)N2. Reaction SMILES: [Br:1][C:2]1([Br:14])[C:3](=[O:13])[NH:4][c:5]2[cH:6][cH:7][c:8]([C:11]#[N:12])[cH:9][c:10]21.[CH3:15][C:16](=[O:17])[OH:18]>>[CH2:2]1[C:3](=[O:13])[NH:4][c:5]2[cH:6][cH:7][c:8]([C:11]#[N:12])[cH:9][c:10]21. The reactants are ClCC1=NN(C(=C1)C1=CC(=C(C(=C1)OC)OC)OC)C (3-Chloromethyl-1-methyl-5-(3,4,5-trimethoxy-phenyl)pyrazole), N1CCNCC1 (piperazine). The product is CN1N=C(C=C1C1=CC(=C(C(=C1)OC)OC)OC)CN1CCN(CC1)CC1=NN(C(=C1)C1=CC(=C(C(=C1)OC)OC)OC)C (N,N′-bis[[1-Methyl-5-(3,4,5-trimethoxy-phenyl)pyrazol-3-yl]methyl]piperazine). Reaction SMILES: Cl[CH2:2][C:3]1[CH:7]=[C:6]([C:8]2[CH:13]=[C:12]([O:14][CH3:15])[C:11]([O:16][CH3:17])=[C:10]([O:18][CH3:19])[CH:9]=2)[N:5]([CH3:20])[N:4]=1.[NH:21]1[CH2:26][CH2:25][NH:24][CH2:23][CH2:22]1>>[CH3:20][N:5]1[C:6]([C:8]2[CH:13]=[C:12]([O:14][CH3:15])[C:11]([O:16][CH3:17])=[C:10]([O:18][CH3:19])[CH:9]=2)=[CH:7][C:3]([CH2:2][N:21]2[CH2:26][CH2:25][N:24]([CH2:2][C:3]3[CH:7]=[C:6]([C:8]4[CH:9]=[C:10]([O:18][CH3:19])[C:11]([O:16][CH3:17])=[C:12]([O:14][CH3:15])[CH:13]=4)[N:5]([CH3:20])[N:4]=3)[CH2:23][CH2:22]2)=[N:4]1. Procedure: 3-Chloromethyl-1-methyl-5-(3,4,5-trimethoxy-phenyl)pyrazole (119 mg) and piperazine (17 mg) were reacted in the same manner in Example 1 to obtain the title compound as a free base. The reactants are O=Cc1ccccc1O, ClCCl, ClI, [Na+], [Na+], O=S([O-])[O-]. The product is O=Cc1ccc(I)cc1O. RXN SMILES: [CH:3](=[O:4])[c:5]1[cH:6][cH:7][cH:8][cH:9][c:10]1[OH:11].[Cl:18][CH2:19][Cl:20].[I:1][Cl:2].[Na+:16].[Na+:17].[S:12]([O-:13])([O-:14])=[O:15]>>[I:1][c:8]1[cH:7][cH:6][c:5]([CH:3]=[O:4])[c:10]([OH:11])[cH:9]1. The reactants are C=1(C(=CC=CC1)S(=O)(=O)C[N+]#[C-])C (toluenesulfonylmethylisocyanide), CC1=C(N=C(O1)C1=CC=CC=C1)COC=1C=C(CSC=2C=C(C=O)C=CC2)C=CC1 (3-[3-[(5-methyl-2-phenyl-4-oxazolyl)methoxy]benzylthio]benzaldehyde), CC(C)([O-])C.[K+] (potassium t-butoxide), CO (Methanol). Solvent: C(OC)COC (dimethoxyethane), C(OC)COC (dimethoxyethane), C(OC)COC (dimethoxyethane). Conditions: time 10 minute. Product: CC1=C(N=C(O1)C1=CC=CC=C1)COC=1C=C(CSC=2C=C(C=CC2)CC#N)C=CC1 (2-[3-[3-[(5-methyl-2-phenyl-4-oxazolyl)methoxy]benzylthio]phenyl]acetonitrile). Yield: 41.1%. As a reaction SMILES: CC(C)([O-])C.[K+].C1(C)C(S([CH2:16][N+:17]#[C-])(=O)=O)=CC=CC=1.[CH3:20][C:21]1[O:25][C:24]([C:26]2[CH:31]=[CH:30][CH:29]=[CH:28][CH:27]=2)=[N:23][C:22]=1[CH2:32][O:33][C:34]1[CH:35]=[C:36]([CH:47]=[CH:48][CH:49]=1)[CH2:37][S:38][C:39]1[CH:40]=[C:41]([CH:44]=[CH:45][CH:46]=1)[CH:42]=O.CO>C(COC)OC>[CH3:20][C:21]1[O:25][C:24]([C:26]2[CH:31]=[CH:30][CH:29]=[CH:28][CH:27]=2)=[N:23][C:22]=1[CH2:32][O:33][C:34]1[CH:35]=[C:36]([CH:47]=[CH:48][CH:49]=1)[CH2:37][S:38][C:39]1[CH:40]=[C:41]([CH2:42][C:16]#[N:17])[CH:44]=[CH:45][CH:46]=1 |f:0.1|. Procedure details: To a mixture of potassium t-butoxide (0.38 g) and dimethoxyethane (10 mL) was added a solution of toluenesulfonylmethylisocyanide (0.33 g) in dimethoxyethane (5 mL) at −78° C. and the mixture was stirred for 10 min. A solution (10 mL) of 3-[3-[(5-methyl-2-phenyl-4-oxazolyl)methoxy]benzylthio]benzaldehyde (0.70 g) in dimethoxyethane was added to the reaction mixture and the mixture was stirred for 30 min at −78° C. Methanol (25 mL) was added to the reaction mixture at room temperature and the mix... Starting materials: FC(F)(F)c1cccc(C(=CCBr)c2ccccc2)c1, [Li]CCCC, O, OCCO. Product: OCCOCC=C(c1ccccc1)c1cccc(C(F)(F)F)c1. RXN SMILES: [Br:10][CH2:11][CH:12]=[C:13]([c:14]1[cH:15][c:16]([C:20]([F:21])([F:22])[F:23])[cH:17][cH:18][cH:19]1)[c:24]1[cH:25][cH:26][cH:27][cH:28][cH:29]1.[CH2:1]([Li:2])[CH2:3][CH2:4][CH3:5].[OH2:30].[OH:6][CH2:7][CH2:8][OH:9]>>[O:6]([CH2:7][CH2:8][OH:9])[CH2:11][CH:12]=[C:13]([c:14]1[cH:15][c:16]([C:20]([F:21])([F:22])[F:23])[cH:17][cH:18][cH:19]1)[c:24]1[cH:25][cH:26][cH:27][cH:28][cH:29]1. Starting materials: [Al+3], Cc1ccccc1, [H-], [H-], [H-], [H-], [Li+], CC1(N)CN(Cc2ccccc2)C(=O)C12CC2, [Na+], C1CCOC1, [OH-], O. Yields the product CC1(N)CN(Cc2ccccc2)CC12CC2. Reaction SMILES: [Al+3:19].[CH3:32][c:33]1[cH:34][cH:35][cH:36][cH:37][cH:38]1.[H-:18].[H-:21].[H-:22].[H-:23].[Li+:20].[NH2:1][C:2]1([CH3:17])[CH2:3][N:4]([CH2:10][c:11]2[cH:12][cH:13][cH:14][cH:15][cH:16]2)[C:5](=[O:9])[C:6]12[CH2:7][CH2:8]2.[Na+:26].[O:27]1[CH2:28][CH2:29][CH2:30][CH2:31]1.[OH-:25].[OH2:24]>>[NH2:1][C:2]1([CH3:17])[CH2:3][N:4]([CH2:10][c:11]2[cH:12][cH:13][cH:14][cH:15][cH:16]2)[CH2:5][C:6]12[CH2:7][CH2:8]2. The reactants are CC(C)(C)C1CCC(NC(=O)c2cc(-c3cc(F)c(F)c(F)c3)nn2Cc2ccc(C(=O)O)cc2)CC1, ClCCCl, CCOC(C)=O, CCN(C(C)C)C(C)C, Nc1nnn[nH]1, CN(C)C=O, On1nnc2cccnc21. Product: CC(C)(C)C1CCC(NC(=O)c2cc(-c3cc(F)c(F)c(F)c3)nn2Cc2ccc(C(=O)Nc3nnn[nH]3)cc2)CC1. As a reaction SMILES: [C:1]([CH3:2])([CH3:3])([CH3:4])[CH:5]1[CH2:6][CH2:7][CH:8]([NH:11][C:12](=[O:13])[c:14]2[cH:15][c:16](-[c:29]3[cH:30][c:31]([F:37])[c:32]([F:36])[c:33]([F:35])[cH:34]3)[n:17][n:18]2[CH2:19][c:20]2[cH:21][cH:22][c:23]([C:24](=[O:25])[OH:26])[cH:27][cH:28]2)[CH2:9][CH2:10]1.[CH2:63]([Cl:64])[CH2:65][Cl:66].[CH3:72][CH2:73][O:74][C:75](=[O:76])[CH3:77].[CH:48]([N:49]([CH2:50][CH3:51])[CH:52]([CH3:53])[CH3:54])([CH3:55])[CH3:56].[NH2:57][c:58]1[n:59][n:60][n:61][nH:62]1.[O:67]=[CH:68][N:69]([CH3:70])[CH3:71].[OH:38][n:39]1[c:40]2[n:41][cH:42][cH:43][cH:44][c:45]2[n:46][n:47]1>>[C:1]([CH3:2])([CH3:3])([CH3:4])[CH:5]1[CH2:6][CH2:7][CH:8]([NH:11][C:12](=[O:13])[c:14]2[cH:15][c:16](-[c:29]3[cH:30][c:31]([F:37])[c:32]([F:36])[c:33]([F:35])[cH:34]3)[n:17][n:18]2[CH2:19][c:20]2[cH:21][cH:22][c:23]([C:24](=[O:26])[NH:57][c:58]3[n:59][n:60][n:61][nH:62]3)[cH:27][cH:28]2)[CH2:9][CH2:10]1.